From a dataset of the Open Reaction Database (ORD), a public repository of structured organic reaction records. describe an organic reaction: reactants, conditions, products, and yield Starting materials: N(=O)[O-].[Na+] (sodium nitrite), N=1N(N=NC1)C1=CC=C(C=C1)N (4-tetrazol-2-yl-phenylamine). The solvent is O (water), O (water), S(O)(O)(=O)=O (sulphuric acid), O (Water), S(O)(O)(=O)=O (sulphuric acid), O (water), [Cl-].[Na+].O (brine). Reaction conditions: time 30 minute. Product: N=1N(N=NC1)C1=CC=C(C=C1)O (4-Tetrazol-2-yl-phenol). Isolated yield 29.6%. Reaction SMILES: [N:1]1[N:2]([C:6]2[CH:11]=[CH:10][C:9](N)=[CH:8][CH:7]=2)[N:3]=[N:4][CH:5]=1.N([O-])=[O:14].[Na+]>O.S(=O)(=O)(O)O.[Cl-].[Na+].O>[N:1]1[N:2]([C:6]2[CH:11]=[CH:10][C:9]([OH:14])=[CH:8][CH:7]=2)[N:3]=[N:4][CH:5]=1 |f:1.2,5.6.7|. Reported procedure: A suspension of 4-tetrazol-2-yl-phenylamine (5.4 g) in water (42 ml ) and conc sulphuric acid (10 ml) was added slowly to a solution of sodium nitrite (2.3 g) in water (8.5 ml) at 5°. The resulting green solution was stirred at this temperature for ca. 30 min, treated with a mixture of water (50 ml) and conc. sulphuric acid (67 ml) and heated to 120° for 1 h. Water (170 ml) was added, the reaction mixture cooled, saturated with brine (100 ml) and extracted with dichloromethane (3×100 ml), dried ...